This data is from the Open Reaction Database (ORD), a public repository of structured organic reaction records. The task is: describe an organic reaction: reactants, conditions, products, and yield Reactants: N1C=NC2=C1C=CC(=C2)N (1H-Benzoimidazol-5-ylamine), BrC1=CC=C(C=O)C=C1 (4-Bromobenzaldehyde), solution, O([K])C#N (KOCN), Cl.N1=CC=CC=C1 (Pyridinehydrochloride), [N+](#[C-])C1=CC2=C(OCCO2)C=C1 (6-Isocyano-2,3-dihydro-benzo[1,4]dioxine). The solvent is CO (methanol), CO (MeOH). Reaction conditions: time 48 hour. The product is N1C=NC2=C1C=CC(=C2)N2C(NC(C2C2=CC=C(C=C2)Br)=NC2=CC1=C(OCCO1)C=C2)=O (1-(1H-Benzoimidazol-5-yl)-5-(4-bromo-phenyl)-4-[2,3-dihydro-benzo[1,4]dioxin-6-ylimino]-imidazolidin-2-one). As a reaction SMILES: [NH:1]1[C:5]2[CH:6]=[CH:7][C:8]([NH2:10])=[CH:9][C:4]=2[N:3]=[CH:2]1.[Br:11][C:12]1[CH:19]=[CH:18][C:15]([CH:16]=O)=[CH:14][CH:13]=1.[O:20]([C:22]#[N:23])[K].Cl.N1C=CC=CC=1.[N+:31]([C:33]1[CH:42]=[CH:41][C:36]2[O:37][CH2:38][CH2:39][O:40][C:35]=2[CH:34]=1)#[C-:32]>CO>[NH:1]1[C:5]2[CH:6]=[CH:7][C:8]([N:10]3[CH:16]([C:15]4[CH:18]=[CH:19][C:12]([Br:11])=[CH:13][CH:14]=4)[C:32](=[N:31][C:33]4[CH:42]=[CH:41][C:36]5[O:37][CH2:38][CH2:39][O:40][C:35]=5[CH:34]=4)[NH:23][C:22]3=[O:20])=[CH:9][C:4]=2[N:3]=[CH:2]1 |f:3.4|. Procedure: 1H-Benzoimidazol-5-ylamine (1 mmol) and 4-Bromobenzaldehyde (1 mmol) were combined in methanol (2 ml, dry). After 2 hours 2 ml of a solution of KOCN (KSCN) (2 mmol) and Pyridinehydrochloride (2 mmol) in MeOH is added was added. Finally 6-Isocyano-2,3-dihydro-benzo[1,4]dioxine (μmol) is added. The reaction was stirred at room temperature for 48 h. After evaporation of the solvent the residue was purified with chromatographic methods. Reactants: [Al+3], C1CCOC1, [H-], [H-], [H-], [H-], [Li+], [Na+], [OH-], CCOC(=O)C(C)n1ccnc1. Product: CC(CO)n1ccnc1. Reaction SMILES: [Al+3:2].[CH2:21]1[O:22][CH2:23][CH2:24][CH2:25]1.[H-:1].[H-:4].[H-:5].[H-:6].[Li+:3].[Na+:20].[OH-:19].[n:7]1([CH:12]([C:13](=[O:14])[O:15][CH2:16][CH3:17])[CH3:18])[cH:8][n:9][cH:10][cH:11]1>>[n:7]1([CH:12]([CH2:13][OH:14])[CH3:18])[cH:8][n:9][cH:10][cH:11]1.